From a dataset of the Open Reaction Database (ORD), a public repository of structured organic reaction records. describe an organic reaction: reactants, conditions, products, and yield Starting materials: C=C(C(=O)OC)[Sn](CCCC)(CCCC)CCCC, COc1ccc2nccc(OS(=O)(=O)C(F)(F)F)c2n1, [Cl-], [Cu]I, [Li+], CN(C)C=O, [SnH4], c1ccc(P(c2ccccc2)(c2ccccc2)[Pd](P(c2ccccc2)(c2ccccc2)c2ccccc2)(P(c2ccccc2)(c2ccccc2)c2ccccc2)P(c2ccccc2)(c2ccccc2)c2ccccc2)cc1. Product: C=C(C(=O)OC)c1ccnc2ccc(OC)nc12. Reaction SMILES: [CH2:21]([Sn:22]([CH2:23][CH2:24][CH2:25][CH3:32])([C:26]([C:27](=[O:28])[O:29][CH3:30])=[CH2:31])[CH2:33][CH2:34][CH2:35][CH3:36])[CH2:37][CH2:38][CH3:39].[CH3:1][O:2][c:3]1[n:4][c:5]2[c:6]([O:13][S:14]([C:15]([F:16])([F:17])[F:18])(=[O:19])=[O:20])[cH:7][cH:8][n:9][c:10]2[cH:11][cH:12]1.[Cl-:41].[Cu:125][I:126].[Li+:42].[O:43]=[CH:44][N:45]([CH3:46])[CH3:47].[SnH4:40].[cH:48]1[cH:49][cH:50][c:51]([P:52]([Pd:53]([P:54]([c:55]2[cH:56][cH:57][cH:58][cH:59][cH:60]2)([c:61]2[cH:62][cH:63][cH:64][cH:65][cH:66]2)[c:67]2[cH:68][cH:69][cH:70][cH:71][cH:72]2)([P:73]([c:74]2[cH:75][cH:76][cH:77][cH:78][cH:79]2)([c:80]2[cH:81][cH:82][cH:83][cH:84][cH:85]2)[c:86]2[cH:87][cH:88][cH:89][cH:90][cH:91]2)[P:92]([c:93]2[cH:94][cH:95][cH:96][cH:97][cH:98]2)([c:99]2[cH:100][cH:101][cH:102][cH:103][cH:104]2)[c:105]2[cH:106][cH:107][cH:108][cH:109][cH:110]2)([c:111]2[cH:112][cH:113][cH:114][cH:115][cH:116]2)[c:117]2[cH:118][cH:119][cH:120][cH:121][cH:122]2)[cH:123][cH:124]1>>[CH3:1][O:2][c:3]1[n:4][c:5]2[c:6]([C:26]([C:27](=[O:28])[O:29][CH3:30])=[CH2:31])[cH:7][cH:8][n:9][c:10]2[cH:11][cH:12]1.